From a dataset of the Open Reaction Database (ORD), a public repository of structured organic reaction records. describe an organic reaction: reactants, conditions, products, and yield The reactants are NC1=NC(=C(C(=N1)OS(=O)(=O)C(F)(F)F)C#N)C=1OC=CC1 (trifluoromethanesulfonic acid 2-amino-5-cyano-6-furan-2-yl-pyrimidin-4-yl ester), C1(=CC=CC=C1)B(O)O (phenylboronic acid), C([O-])([O-])=O.[Na+].[Na+] (sodium carbonate). The reagents and catalysts are C1=CC=C(C=C1)P(C2=CC=CC=C2)C3=CC=CC=C3.C1=CC=C(C=C1)P(C2=CC=CC=C2)C3=CC=CC=C3.C1=CC=C(C=C1)P(C2=CC=CC=C2)C3=CC=CC=C3.C1=CC=C(C=C1)P(C2=CC=CC=C2)C3=CC=CC=C3.[Pd] (tetrakis(triphenylphosphine)palladium(O)). Run in O1CCOCC1.O (dioxane water). Product: NC1=NC(=C(C(=N1)C=1OC=CC1)C#N)C1=CC=CC=C1 (2-Amino-4-furan-2-yl-6-phenyl-pyrimidine-5-carbonitrile). Reaction SMILES: [NH2:1][C:2]1[N:7]=[C:6](OS(C(F)(F)F)(=O)=O)[C:5]([C:16]#[N:17])=[C:4]([C:18]2[O:19][CH:20]=[CH:21][CH:22]=2)[N:3]=1.[C:23]1(B(O)O)[CH:28]=[CH:27][CH:26]=[CH:25][CH:24]=1.C(=O)([O-])[O-].[Na+].[Na+]>O1CCOCC1.O.C1C=CC(P(C2C=CC=CC=2)C2C=CC=CC=2)=CC=1.C1C=CC(P(C2C=CC=CC=2)C2C=CC=CC=2)=CC=1.C1C=CC(P(C2C=CC=CC=2)C2C=CC=CC=2)=CC=1.C1C=CC(P(C2C=CC=CC=2)C2C=CC=CC=2)=CC=1.[Pd]>[NH2:1][C:2]1[N:3]=[C:4]([C:18]2[O:19][CH:20]=[CH:21][CH:22]=2)[C:5]([C:16]#[N:17])=[C:6]([C:23]2[CH:28]=[CH:27][CH:26]=[CH:25][CH:24]=2)[N:7]=1 |f:2.3.4,5.6,7.8.9.10.11|. Procedure: From trifluoromethanesulfonic acid 2-amino-5-cyano-6-furan-2-yl-pyrimidin-4-yl ester, phenylboronic acid, tetrakis(triphenylphosphine)palladium(O) and sodium carbonate in dioxane/water. ES-MS m/e (%): 263 (M+H+, 100). Product: CC(C)n1ncnc1-c1nc2c(s1)CCOc1cc(C3CCNCC3)ccc1-2. Reactants: CC(C)n1ncnc1-c1nc2c(s1)CCOc1cc(C3CCN(C(=O)OC(C)(C)C)CC3)ccc1-2, CO, Cl. As a reaction SMILES: [C:1]([O:2][C:3](=[O:4])[N:8]1[CH2:9][CH2:10][CH:11]([c:14]2[cH:15][c:16]3[c:17]([cH:34][cH:35]2)-[c:18]2[n:19][c:20](-[c:26]4[n:27]([CH:31]([CH3:32])[CH3:33])[n:28][cH:29][n:30]4)[s:21][c:22]2[CH2:23][CH2:24][O:25]3)[CH2:12][CH2:13]1)([CH3:5])([CH3:6])[CH3:7].[CH3:37][OH:38].[ClH:36]>>[NH:8]1[CH2:9][CH2:10][CH:11]([c:14]2[cH:15][c:16]3[c:17]([cH:34][cH:35]2)-[c:18]2[n:19][c:20](-[c:26]4[n:27]([CH:31]([CH3:32])[CH3:33])[n:28][cH:29][n:30]4)[s:21][c:22]2[CH2:23][CH2:24][O:25]3)[CH2:12][CH2:13]1. Reactants: CCO, O=[N+]([O-])c1ccccc1Oc1ccccc1I, O. Product: Nc1ccccc1Oc1ccccc1I. RXN SMILES: [CH3:18][CH2:19][OH:20].[I:1][c:2]1[c:3]([O:4][c:5]2[c:6]([N+:11]([O-:12])=[O:13])[cH:7][cH:8][cH:9][cH:10]2)[cH:14][cH:15][cH:16][cH:17]1.[OH2:21]>>[I:1][c:2]1[c:3]([O:4][c:5]2[c:6]([NH2:11])[cH:7][cH:8][cH:9][cH:10]2)[cH:14][cH:15][cH:16][cH:17]1. The reactants are NC=1N=C(SC1C(=O)C1=CC(=C(C=C1)Cl)[N+](=O)[O-])NC1=CC=C(C=C1)N1CCN(CC1)C ([4-amino-2-[[4-(4-methyl-1-piperazinyl)phenyl]amino]-5-thiazolyl](4-chloro-3-nitrophenyl)methanone), CC1NCCC1 (racemic 2-methylpyrrolidine). Product: NC=1N=C(SC1C(=O)C1=CC(=C(C=C1)N1C(CCC1)C)[N+](=O)[O-])NC1=CC=C(C=C1)N1CCN(CC1)C (racemic [4-Amino-2-[[4-(4-methyl-1-piperazinyl)phenyl]amino]-5-thiazolyl][3-nitro-4-(2-methyl-1-pyrrolidinyl)phenyl]methanone). Reaction SMILES: [NH2:1][C:2]1[N:3]=[C:4]([NH:19][C:20]2[CH:25]=[CH:24][C:23]([N:26]3[CH2:31][CH2:30][N:29]([CH3:32])[CH2:28][CH2:27]3)=[CH:22][CH:21]=2)[S:5][C:6]=1[C:7]([C:9]1[CH:14]=[CH:13][C:12](Cl)=[C:11]([N+:16]([O-:18])=[O:17])[CH:10]=1)=[O:8].[CH3:33][CH:34]1[CH2:38][CH2:37][CH2:36][NH:35]1>>[NH2:1][C:2]1[N:3]=[C:4]([NH:19][C:20]2[CH:25]=[CH:24][C:23]([N:26]3[CH2:31][CH2:30][N:29]([CH3:32])[CH2:28][CH2:27]3)=[CH:22][CH:21]=2)[S:5][C:6]=1[C:7]([C:9]1[CH:14]=[CH:13][C:12]([N:35]2[CH2:36][CH2:37][CH2:38][CH:34]2[CH3:33])=[C:11]([N+:16]([O-:18])=[O:17])[CH:10]=1)=[O:8]. Procedure: This compound was prepared from the compound of Example 15 and racemic 2-methylpyrrolidine (Alfa Aesar) by the procedure used in Example 57. Mass spectrum (ES) MH+=522.